From a dataset of the Open Reaction Database (ORD), a public repository of structured organic reaction records. describe an organic reaction: reactants, conditions, products, and yield Reactants: C[O-].[Na+] (sodium methoxide), C(=O)NC=1C(=NNC1C(=O)N)C (4-formylamino-3-methylpyrazole-5-carboxamide). Run in CN(C=O)C (dimethylformamide). Yields the product OC=1C2=C(N=CN1)C(=NN2)C (7-hydroxy-3-methylpyrazolo[4,3-d]pyrimidine). RXN SMILES: [CH:1]([NH:3][C:4]1[C:5]([CH3:12])=[N:6][NH:7][C:8]=1[C:9]([NH2:11])=[O:10])=O.C[O-].[Na+]>CN(C)C=O>[OH:10][C:9]1[C:8]2[NH:7][N:6]=[C:5]([CH3:12])[C:4]=2[N:3]=[CH:1][N:11]=1 |f:1.2|. Procedure: An intramolecular ring closure is then performed to produce a pyrazolo[4,3-d]pyrimidine nucleus. This can be done by introducing 4-formylamino-3-methylpyrazole-5-carboxamide into refluxing dimethylformamide containing a catalytic amount of sodium methoxide to produce 7-hydroxy-3-methylpyrazolo[4,3-d]pyrimidine in high yield and excellent purity. Starting materials: 1C, O1COC2=C1C=CC(=C2)O (1,3-benzodioxol-5-ol), BrC1=CC=C(C=C1)O (4-bromophenol), BrC1=C2C(C(N(C2=CC=C1)CCCCC)=O)=O (4-bromo-1-pentyl-1H-indole-2,3-dione), C(CCCC)N1C(C(C2=CC=CC=C12)=O)=O (1-pentyl-1H-indole-2,3-dione). The product is BrC=1C=CC(=C(C1)C1(C(N(C2=CC=CC=C12)CCCCC)=O)O)O (3-(5-bromo-2-hydroxyphenyl)-3-hydroxy-1-pentyl-1,3-dihydro-2H-indol-2-one). Reaction SMILES: Br[C:2]1[CH:10]=[CH:9][CH:8]=[C:7]2[C:3]=1[C:4](=[O:17])[C:5](=[O:16])[N:6]2[CH2:11][CH2:12][CH2:13][CH2:14][CH3:15].C(N1C2C(=CC=CC=2)C(=O)C1=O)CCCC.O1C2C=CC(O)=CC=2OC1.[Br:44][C:45]1[CH:50]=[CH:49][C:48]([OH:51])=[CH:47][CH:46]=1>>[Br:44][C:45]1[CH:46]=[CH:47][C:48]([OH:51])=[C:49]([C:4]2([OH:17])[C:3]3[C:7](=[CH:8][CH:9]=[CH:10][CH:2]=3)[N:6]([CH2:11][CH2:12][CH2:13][CH2:14][CH3:15])[C:5]2=[O:16])[CH:50]=1. Reported procedure: Following the procedure as described in PREPARATION 1C, and making non-critical variations to replace 4-bromo-1-pentyl-1H-indole-2,3-dione with 1-pentyl-1H-indole-2,3-dione, and 1,3-benzodioxol-5-ol with 4-bromophenol, the title compound was obtained (41%): 1H NMR (300 MHz, CDCl3) δ 9.46-9.25 (br, 1H), 7.51-6.80 (m, 7H), 4.73-4.51(br, 1H), 3.79-3.56 (m, 2H), 1.76-1.60 (m, 2H), 1.41-1.22 (m, 4H), 0.87 (t, 3H); MS (ES+) m/z 377 (M−17), 379 (M−17), 412 (M+23), 414 (M+23). Starting materials: S(=O)(=O)([O-])C1=CC=C(C)C=C1 (tosylate), [N-]=[N+]=[N-].[Na+] (sodium azide), [N-]=[N+]=[N-].[Li+] (lithium azide), N-2-acetyl, N-2-phenylacetyl, S(=O)(=O)(C1=CC=C(C)C=C1)Cl (tosyl chloride), NC[C@@H]1[C@H](C[C@@H](O1)N1C=NC=2C(=O)NC(N)=NC12)O (5'-amino-2',5'-dideoxyguanosine), NC[C@@H]1[C@H](C[C@@H](O1)N1C=NC=2C(O)=NC=NC12)O (5'-amino-2',5'-dideoxyinosine), [C@@H]1(C[C@H](O)[C@@H](CO)O1)N1C=NC=2C(=O)NC(N)=NC12 (2'-deoxy guanosine), N-2-FMOC. Run in CN(C)C=O (DMF), CN(C)C=O (DMF), N1=CC=CC=C1 (pyridine). Product: N(=[N+]=[N-])C([C@@H]1[C@H]([C@H]([C@@H](O1)N1C=NC=2C(=O)NC(N)=NC12)O)O)O (5'-Azido guanosine). RXN SMILES: NC[C@H]1O[C@@H](N2C3N=C(N)NC(=O)C=3N=C2)C[C@@H]1O.NC[C@H]1O[C@@H](N2C3N=CN=C(O)C=3N=C2)C[C@@H]1O.[C@@H:38]1([N:46]2[C:56]3[N:55]=[C:53]([NH2:54])[NH:52][C:50](=[O:51])[C:49]=3[N:48]=[CH:47]2)[O:45][C@H:42]([CH2:43][OH:44])[C@@H:40]([OH:41])[CH2:39]1.S(Cl)(C1C=CC(C)=CC=1)(=O)=O.S(C1C=CC(C)=CC=1)([O-])(=O)=[O:69].[N-:79]=[N+:80]=[N-:81].[Na+].[N-]=[N+]=[N-].[Li+]>N1C=CC=CC=1.CN(C=O)C>[N:79]([CH:43]([OH:44])[C@H:42]1[O:45][C@@H:38]([N:46]2[C:56]3[N:55]=[C:53]([NH2:54])[NH:52][C:50](=[O:51])[C:49]=3[N:48]=[CH:47]2)[C@H:39]([OH:69])[C@@H:40]1[OH:41])=[N+:80]=[N-:81] |f:5.6,7.8|. Procedure details: An alternate preparation of 5'-amino-2',5'-dideoxyguanosine (or 5'-amino-2',5'-dideoxyinosine) is to treat the protected 2'-deoxy guanosine (protected as the N-2-acetyl, the N-2-phenylacetyl, or the N-2-FMOC derivative) (1 mmol) with tosyl chloride (1.3 mmol) in pyridine at 0° C. overnight. The solution is evaporated to dryness and the residue is dissolved in chloroform. The resulting solution is washed twice with aqueous sodium bicarbonate and dried over sodium sulfate. The solvent is evaporate... Starting materials: [H-].[Na+] (Sodium hydride), C(C)S (ethanethiol), ClC1=NN2C(C3=CC=CC=C13)=NN=C2C2=CC=CC=C2 (6-chloro-3-phenyl-1,2,4-triazolo[3,4-a]phthalazine), oil. The solvent is CN(C=O)C (dimethylformamide), CN(C=O)C (dimethylformamide). Procedure: 50% Sodium hydride in mineral oil (1 g) is suspended in anhydrous dimethylformamide (50 ml) and stirred for 10 minutes. Then a solution of ethanethiol (1.5 ml) in anhydrous dimethylformamide (10 ml) is slowly added thereto and the resulting mixture is stirred at room temperature for 30 minutes. Finally 6-chloro-3-phenyl-1,2,4-triazolo[3,4-a]phthalazine (5.9 g) is added and the reaction mixture is heated at 50° C. for five hours. The solvent is evaporated off under vacuum and the obtained residue... Reaction conditions: temperature 50 celsius, time 10 minute. As a reaction SMILES: [H-].[Na+].[CH2:3]([SH:5])[CH3:4].Cl[C:7]1[C:16]2[C:11](=[CH:12][CH:13]=[CH:14][CH:15]=2)[C:10]2=[N:17][N:18]=[C:19]([C:20]3[CH:25]=[CH:24][CH:23]=[CH:22][CH:21]=3)[N:9]2[N:8]=1>CN(C)C=O>[CH2:3]([S:5][C:7]1[C:16]2[C:11](=[CH:12][CH:13]=[CH:14][CH:15]=2)[C:10]2=[N:17][N:18]=[C:19]([C:20]3[CH:25]=[CH:24][CH:23]=[CH:22][CH:21]=3)[N:9]2[N:8]=1)[CH3:4] |f:0.1|. Product: C(C)SC1=NN2C(C3=CC=CC=C13)=NN=C2C2=CC=CC=C2 (6-ethylthio-3-phenyl-1,2,4-triazolo[3,4-a]phthalazine). Reactants: N1=C2C(=NS1)C(=CC=C2)S(=O)(=O)NC2=C(C(=O)N[C@H](C(=O)O)CC1=CC(=C(C=C1)Cl)Cl)C=CC(=C2)Cl ((S)-2-[2-(benzo[1,2,5]thiadiazole-4-sulfonylamino)-4-chloro-benzoylamino]-3-(3,4-dichloro-phenyl)-propionic acid), C(C1=CC=CC=C1)N (benzyl amine). The product is N1=C2C(=NS1)C(=CC=C2)S(=O)(=O)NC2=C(C(=O)N[C@@H](CC1=CC(=C(C=C1)Cl)Cl)C(NCC1=CC=CC=C1)=O)C=CC(=C2)Cl ((S)-2-(Benzo[1,2,5]thiadiazole-4-sulfonylamino)-N-[1-benzylcarbamoyl-2-(3,4-dichloro-phenyl)-ethyl]-4-chloro-benzamide). Yield: 33.0%. As a reaction SMILES: [N:1]1[S:5][N:4]=[C:3]2[C:6]([S:10]([NH:13][C:14]3[CH:35]=[C:34]([Cl:36])[CH:33]=[CH:32][C:15]=3[C:16]([NH:18][C@@H:19]([CH2:23][C:24]3[CH:29]=[CH:28][C:27]([Cl:30])=[C:26]([Cl:31])[CH:25]=3)[C:20](O)=[O:21])=[O:17])(=[O:12])=[O:11])=[CH:7][CH:8]=[CH:9][C:2]=12.[CH2:37]([NH2:44])[C:38]1[CH:43]=[CH:42][CH:41]=[CH:40][CH:39]=1>>[N:1]1[S:5][N:4]=[C:3]2[C:6]([S:10]([NH:13][C:14]3[CH:35]=[C:34]([Cl:36])[CH:33]=[CH:32][C:15]=3[C:16]([NH:18][C@H:19]([C:20](=[O:21])[NH:44][CH2:37][C:38]3[CH:43]=[CH:42][CH:41]=[CH:40][CH:39]=3)[CH2:23][C:24]3[CH:29]=[CH:28][C:27]([Cl:30])=[C:26]([Cl:31])[CH:25]=3)=[O:17])(=[O:12])=[O:11])=[CH:7][CH:8]=[CH:9][C:2]=12. Procedure details: The title compound (19 mg, 33%) was obtained from (S)-2-[2-(benzo[1,2,5]thiadiazole-4-sulfonylamino)-4-chloro-benzoylamino]-3-(3,4-dichloro-phenyl)-propionic acid and benzyl amine as in Example 1, Part C. HPLC: RT=10.73 min. MS (ESI−): mass calcd. for C29H22Cl3N5O4S2, 675.01; m/z found, 672/674 [M−H]−. 1H NMR (500 MHz, CDCl3): 11.59 (s, 1H), 8.38 (dd, J=7.1, 0.7, 1H), 8.20 (d, J=8.8, 1H), 7.74-7.71 (m, 2H), 7.37-7.25 (m, 5H), 7.13-7.11 (m, 2H), 7.03-6.98 (m, 1H), 6.96-6.87 (m, 2H), 5.79-5.71 (m,...